describe an organic reaction: reactants, conditions, products, and yield From a dataset of the Open Reaction Database (ORD), a public repository of structured organic reaction records. Reactants: O=C([O-])[O-], ClCCN1CCOCC1, [Cs+], [Cs+], C1COCCO1, CC(C)(C)OC(=O)Nc1ccc(O)cc1. Product: CC(C)(C)OC(=O)Nc1ccc(OCCN2CCOCC2)cc1. Reaction SMILES: [C:25](=[O:26])([O-:27])[O-:28].[Cl:16][CH2:17][CH2:18][N:19]1[CH2:20][CH2:21][O:22][CH2:23][CH2:24]1.[Cs+:29].[Cs+:30].[O:31]1[CH2:32][CH2:33][O:34][CH2:35][CH2:36]1.[OH:1][c:2]1[cH:3][cH:4][c:5]([NH:8][C:9]([O:10][C:11]([CH3:12])([CH3:13])[CH3:14])=[O:15])[cH:6][cH:7]1>>[O:1]([c:2]1[cH:3][cH:4][c:5]([NH:8][C:9]([O:10][C:11]([CH3:12])([CH3:13])[CH3:14])=[O:15])[cH:6][cH:7]1)[CH2:17][CH2:18][N:19]1[CH2:20][CH2:21][O:22][CH2:23][CH2:24]1. Reactants: CC1=CC=C(C=C1)C1=CC=C2CCC(=CC2=C1)C(=O)NC1=CC=C(C=C1)CN1CCSCC1 (7-(4-methylphenyl)-N-[4-(thiomorpholinomethyl)phenyl]-3,4-dihydro-naphthalene-2-carboxamide), CI (methyl iodide), C(C)(=O)OCC (ethyl acetate). The solvent is CN(C)C=O (DMF). Run at time 17 hour. The product is [I-].C[N+]1(CCSCC1)CC1=CC=C(C=C1)NC(=O)C1=CC2=CC(=CC=C2CC1)C1=CC=C(C=C1)C (4-methyl-4-[4-[7-(4-methyl-phenyl)-3,4-dihydro-naphthalene-2-carboxamido]benzyl]-thiomorpholinium iodide). RXN SMILES: [CH3:1][C:2]1[CH:7]=[CH:6][C:5]([C:8]2[CH:17]=[C:16]3[C:11]([CH2:12][CH2:13][C:14]([C:18]([NH:20][C:21]4[CH:26]=[CH:25][C:24]([CH2:27][N:28]5[CH2:33][CH2:32][S:31][CH2:30][CH2:29]5)=[CH:23][CH:22]=4)=[O:19])=[CH:15]3)=[CH:10][CH:9]=2)=[CH:4][CH:3]=1.C[I:35].[C:36](OCC)(=O)C>CN(C=O)C>[I-:35].[CH3:36][N+:28]1([CH2:27][C:24]2[CH:25]=[CH:26][C:21]([NH:20][C:18]([C:14]3[CH2:13][CH2:12][C:11]4[C:16](=[CH:17][C:8]([C:5]5[CH:4]=[CH:3][C:2]([CH3:1])=[CH:7][CH:6]=5)=[CH:9][CH:10]=4)[CH:15]=3)=[O:19])=[CH:22][CH:23]=2)[CH2:33][CH2:32][S:31][CH2:30][CH2:29]1 |f:4.5|. Procedure details: In DMF (3ml) was dissolved 7-(4-methylphenyl)-N-[4-(thiomorpholinomethyl)phenyl]-3,4-dihydro-naphthalene-2-carboxamide (160mg), and to the mixture was added methyl iodide (66 μl). The mixture was stirred at room temperature for 17 hours, and to the mixture was added ethyl acetate (100ml). The resulting precipitate was filtered and recrystallized from ethyl acetate-methanol to give 4-methyl-4-[4-[7-(4-methyl-phenyl)-3,4-dihydro-naphthalene-2-carboxamido]benzyl]-thiomorpholinium iodide (Compound 5... The reactants are FC1=C(C=C(C=C1)C(C)=O)OCC(F)(F)F (1-(4-fluoro-3-(2,2,2-trifluoroethoxy)phenyl)ethanone), CC(C)(C)[S@@](=O)N ((R)-2-methylpropane-2-sulfinamide), Amine-1. Yields the product FC1=C(C=C(C=C1)C(C)N[S@](=O)C(C)(C)C)OCC(F)(F)F ((R)—N-(1-(4-fluoro-3-(2,2,2-trifluoroethoxy)phenyl)ethyl)-2-methylpropane-2-sulfinamide). The yield is 83.0%. RXN SMILES: [F:1][C:2]1[CH:7]=[CH:6][C:5]([C:8](=O)[CH3:9])=[CH:4][C:3]=1[O:11][CH2:12][C:13]([F:16])([F:15])[F:14].[CH3:17][C:18]([S@:21]([NH2:23])=[O:22])([CH3:20])[CH3:19]>>[F:1][C:2]1[CH:7]=[CH:6][C:5]([CH:8]([NH:23][S@@:21]([C:18]([CH3:20])([CH3:19])[CH3:17])=[O:22])[CH3:9])=[CH:4][C:3]=1[O:11][CH2:12][C:13]([F:16])([F:15])[F:14]. Procedure: The title compound is prepared in 83% yield (0.21 g, colorless oil) from 1-(4-fluoro-3-(2,2,2-trifluoroethoxy)phenyl)ethanone (0.18 g, 0.76 mmol, Step-3) and (R)-2-methylpropane-2-sulfinamide by the similar manner in Step-4 of Amine-1. The reactants are ClC1=NC=CC=N1 (2-chloropyrimidine), COC([C@@H](NC(=O)OC(C)(C)C)CC1=CC=C(C=C1)O)=O (N-BOC-L-tyrosine methyl ester), [H-].[Na+] (NaH). Solvent: CN(C)C=O (DMF), CN(C)C=O (DMF), CN(C)C=O (DMF). Run at time 10 minute. The product is COC([C@@H](NC(=O)OC(C)(C)C)CC1=CC=C(C=C1)OC1=NC=CC=N1)=O (N-BOC-O-(2-Pyrimidinyl)-L-tyrosine methyl ester). As a reaction SMILES: [CH3:1][O:2][C:3](=[O:21])[C@H:4]([CH2:13][C:14]1[CH:19]=[CH:18][C:17]([OH:20])=[CH:16][CH:15]=1)[NH:5][C:6]([O:8][C:9]([CH3:12])([CH3:11])[CH3:10])=[O:7].[H-].[Na+].Cl[C:25]1[N:30]=[CH:29][CH:28]=[CH:27][N:26]=1>CN(C=O)C>[CH3:1][O:2][C:3](=[O:21])[C@H:4]([CH2:13][C:14]1[CH:19]=[CH:18][C:17]([O:20][C:25]2[N:30]=[CH:29][CH:28]=[CH:27][N:26]=2)=[CH:16][CH:15]=1)[NH:5][C:6]([O:8][C:9]([CH3:12])([CH3:10])[CH3:11])=[O:7] |f:1.2|. Procedure: A solution of N-BOC-L-tyrosine methyl ester (3.0 g, 10.2 mmol) in DMF (5 ml) was added to a suspension of NaH (60% in oil, 11.2 mmol, 447 mg) in DMF (10 ml). After 10 min, a solution of 2-chloropyrimidine (11.2 mmol, 1.28 g) in DMF (3 ml) was added and the mixture stirred overnight. The reaction was quenched with water, diluted EtOAc and washed with water and brine. The EtOAc layer was dried (Na2SO4) and concentrated in vacuo. Purification by column chromatography [SiO2, EtOAc/hexane, 1:1] gave ...